From a dataset of the Open Reaction Database (ORD), a public repository of structured organic reaction records. describe an organic reaction: reactants, conditions, products, and yield The reactants are C1(=CC=C(C=C1)C(=O)[C@@]([C@@](C(=O)O)(O)C(=O)C1=CC=C(C=C1)C)(O)C(=O)O)C (Di-p-toluoyl-D-tartaric acid), CN(C)CC1CCCCC1(C2=CC=CC(=C2)OC)O (Tramadol). Solvent: C(C)O (ethanol), C(C)O (ethanol). Conditions: temperature 25 celsius. The product is CN(C)C[C@H]1CCCC[C@@]1(C2=CC(=CC=C2)OC)O ((+)-Tramadol). Yield: 97.8%. Reaction SMILES: C1(C)C=CC(C([C@](C(O)=O)(O)[C@](C(C2C=CC(C)=CC=2)=O)(O)C(O)=O)=O)=CC=1.[CH3:29][N:30]([CH2:32][CH:33]1[C:38]([OH:47])([C:39]2[CH:44]=[C:43]([O:45][CH3:46])[CH:42]=[CH:41][CH:40]=2)[CH2:37][CH2:36][CH2:35][CH2:34]1)[CH3:31]>C(O)C>[CH3:31][N:30]([CH2:32][C@@H:33]1[C@@:38]([OH:47])([C:39]2[CH:40]=[CH:41][CH:42]=[C:43]([O:45][CH3:46])[CH:44]=2)[CH2:37][CH2:36][CH2:35][CH2:34]1)[CH3:29]. Procedure details: The white solid was collected by filtration to give 58.3 g (75.4%) of (L)-(−)-DTTA which compared to an authentic sample. 77.3 g of Di-p-toluoyl-D-tartaric acid ((D)-(+)-DTTA) was taken up in 550 ml of ethanol at 70° C. in a jacketed vessel. To this solution was added the Tramadol free base in 200 ml of ethanol. A precipitate formed almost immediately. The vessel was gradually cooled to 25° C. over several hours to give a fine white solid. Stirring at 25° C. was maintained overnight. The resulti...